From a dataset of the Open Reaction Database (ORD), a public repository of structured organic reaction records. describe an organic reaction: reactants, conditions, products, and yield Reactants: compounds A, C(C1=CC=CC=C1)OCC1C(CO)O1 (4-benzyloxy-2,3-epoxy-1-butanol), solution, C(C=C)[Mg]Cl (allyl magnesium chloride). Solvent: O1CCCC1 (tetrahydrofuran), O1CCCC1 (tetrahydrofuran). Conditions: temperature -40 celsius, time 1 hour. The product is C(C=C)C(CCO)(COCC1=CC=CC=C1)O (3-Allyl-4-(benzyloxy)-3-hydroxy-1-butanol). RXN SMILES: [CH2:1]([O:8][CH2:9][CH:10]1[O:14][CH:11]1[CH2:12][OH:13])[C:2]1[CH:7]=[CH:6][CH:5]=[CH:4][CH:3]=1.[CH2:15]([Mg]Cl)[CH:16]=[CH2:17]>O1CCCC1>[CH2:17]([C:10]([OH:14])([CH2:9][O:8][CH2:1][C:2]1[CH:3]=[CH:4][CH:5]=[CH:6][CH:7]=1)[CH2:11][CH2:12][OH:13])[CH:16]=[CH2:15]. Reported procedure: A solution of 4-benzyloxy-2,3-epoxy-1-butanol (6.28 g, 32.37 mmol) in anhydrous tetrahydrofuran (75 mL) was added dropwise at -40° C. over a period of 45 minutes, to a 2M solution of allyl magnesium chloride (48.5 mL, 97 mmol) and tetrahydrofuran (50 mL). The solution was stirred at -40° C. for 1 hour, warmed to 0° C. and quenched by addition of aqueous ammonium chloride solution. The tetrahydrofuran layer was separated and the aqueous layer was extracted with ethyl acetate (three times). The co... The reactants are CC(=O)NC(CC(C)COC(C)=O)c1ccc(C#CCO)s1, CCOC(=O)N=NC(=O)OCC, C1CCOC1, O, Oc1ccc(Cl)cc1, c1ccc(P(c2ccccc2)c2ccccc2)cc1. Yields the product CC(=O)NC(CC(C)COC(C)=O)c1ccc(C#CCOc2ccc(Cl)cc2)s1. RXN SMILES: [C:1]([CH3:2])(=[O:3])[O:4][CH2:5][CH:6]([CH2:7][CH:8]([c:9]1[s:10][c:11]([C:14]#[C:15][CH2:16][OH:17])[cH:12][cH:13]1)[NH:18][C:19]([CH3:20])=[O:21])[CH3:22].[CH2:31]([O:32][C:33]([N:34]=[N:35][C:36]([O:37][CH2:38][CH3:39])=[O:40])=[O:41])[CH3:42].[O:62]1[CH2:63][CH2:64][CH2:65][CH2:66]1.[OH2:67].[OH:23][c:24]1[cH:25][cH:26][c:27]([Cl:28])[cH:29][cH:30]1.[c:43]1([P:44]([c:45]2[cH:46][cH:47][cH:48][cH:49][cH:50]2)[c:51]2[cH:52][cH:53][cH:54][cH:55][cH:56]2)[cH:57][cH:58][cH:59][cH:60][cH:61]1>>[C:1]([CH3:2])(=[O:3])[O:4][CH2:5][CH:6]([CH2:7][CH:8]([c:9]1[s:10][c:11]([C:14]#[C:15][CH2:16][O:17][c:24]2[cH:25][cH:26][c:27]([Cl:28])[cH:29][cH:30]2)[cH:12][cH:13]1)[NH:18][C:19]([CH3:20])=[O:21])[CH3:22]. The reactants are FC1=CC=C(C=C1)N1N=C(C=C1NC(OC1=CC=CC=C1)=O)C(F)(F)F (phenyl 1-(4-fluorophenyl)-3-(trifluoromethyl)-1H-pyrazol-5-ylcarbamate), Example 231A, Example 171B, COC=1C=C2C(=NC=NC2=CC1OCCOC)SC=1C=C(N)C=CC1 (3-(6-methoxy-7-(2-methoxyethoxy)quinazolin-4-ylthio)aniline). Reagents/catalysts: CN(C1=CC=NC=C1)C (4-(dimethylamino)pyridine). Run in C1CCOC1 (THF). Product: FC1=CC=C(C=C1)N1N=C(C=C1NC(=O)NC1=CC(=CC=C1)SC1=NC=NC2=CC(=C(C=C12)OC)OCCOC)C(F)(F)F (1-[1-(4-fluorophenyl)-3-(trifluoromethyl)-1H-pyrazol-5-yl]-3-{3-[6-methoxy-7-(2-methoxyethoxy)quinazolin-4-ylthio]phenyl}urea). Isolated yield 25.0%. As a reaction SMILES: [F:1][C:2]1[CH:7]=[CH:6][C:5]([N:8]2[C:12]([NH:13][C:14](=[O:22])OC3C=CC=CC=3)=[CH:11][C:10]([C:23]([F:26])([F:25])[F:24])=[N:9]2)=[CH:4][CH:3]=1.[CH3:27][O:28][C:29]1[CH:30]=[C:31]2[C:36](=[CH:37][C:38]=1[O:39][CH2:40][CH2:41][O:42][CH3:43])[N:35]=[CH:34][N:33]=[C:32]2[S:44][C:45]1[CH:46]=[C:47]([CH:49]=[CH:50][CH:51]=1)[NH2:48]>CN(C)C1C=CN=CC=1.C1COCC1>[F:1][C:2]1[CH:3]=[CH:4][C:5]([N:8]2[C:12]([NH:13][C:14]([NH:48][C:47]3[CH:49]=[CH:50][CH:51]=[C:45]([S:44][C:32]4[C:31]5[C:36](=[CH:37][C:38]([O:39][CH2:40][CH2:41][O:42][CH3:43])=[C:29]([O:28][CH3:27])[CH:30]=5)[N:35]=[CH:34][N:33]=4)[CH:46]=3)=[O:22])=[CH:11][C:10]([C:23]([F:24])([F:25])[F:26])=[N:9]2)=[CH:6][CH:7]=1. Procedure details: The title compound was prepared as described in Example Example 162B, using phenyl 1-(4-fluorophenyl)-3-(trifluoromethyl)-1H-pyrazol-5-ylcarbamate described in Example 171B (0.146 g, 0.4 mmol), 3-(6-methoxy-7-(2-methoxyethoxy)quinazolin-4-ylthio)aniline described in Example 231A (0.143 g, 0.4 mmol), and 4-(dimethylamino)pyridine (0.025 g) in THF (6 mL), to afford 1-[1-(4-fluorophenyl)-3-(trifluoromethyl)-1H-pyrazol-5-yl]-3-{3-[6-methoxy-7-(2-methoxyethoxy)quinazolin-4-ylthio]phenyl}urea as solid...